From a dataset of the Open Reaction Database (ORD), a public repository of structured organic reaction records. describe an organic reaction: reactants, conditions, products, and yield RXN SMILES: [NH2:1][C:2]1[CH:3]=[C:4]([CH:12]=[C:13]([NH2:15])[CH:14]=1)[C:5]([NH:7][C:8]([CH3:11])([CH3:10])[CH3:9])=[O:6].[CH3:16][CH:17]([CH3:22])[CH2:18][C:19](Cl)=[O:20].CN1[C:28](=[O:29])[CH2:27][CH2:26][CH2:25]1.[Li+].[Cl-].N1C=CC=C[CH:33]=1>>[C:8]([NH:7][C:5](=[O:6])[C:4]1[CH:12]=[C:13]([NH:15][C:19](=[O:20])[CH2:18][CH:17]([CH3:22])[CH3:16])[CH:14]=[C:2]([NH:1][C:28](=[O:29])[CH2:27][CH:26]([CH3:33])[CH3:25])[CH:3]=1)([CH3:11])([CH3:10])[CH3:9] |f:3.4|. The product is C(C)(C)(C)NC(C1=CC(=CC(=C1)NC(CC(C)C)=O)NC(CC(C)C)=O)=O (N-t-butyl-3,5-bis-(3-methylbutyrylamino)-benzamide). Reported procedure: from 0.50 g (2.41 mmol) of 3,5-diamino-N-t-butyl-benzamide, 0.68 g (5.64 mmol) of 3-methylbutyric acid chloride, 30 ml of NMP, 5 ml of pyridine and 0.1 g of LiCl according to Method A. Starting materials: NC=1C=C(C(=O)NC(C)(C)C)C=C(C1)N (3,5-diamino-N-t-butyl-benzamide), [Li+].[Cl-] (LiCl), N1=CC=CC=C1 (pyridine), CC(CC(=O)Cl)C (3-methylbutyric acid chloride), CN1CCCC1=O (NMP). Reactants: Cl, COC(=O)c1ccc(=O)[nH]n1, O=P(Cl)(Cl)Cl. Yields the product COC(=O)c1ccc(Cl)nn1. Reaction SMILES: [ClH:12].[O:1]=[c:2]1[cH:3][cH:4][c:5]([C:8](=[O:9])[O:10][CH3:11])[n:6][nH:7]1.[P:13]([Cl:14])([Cl:15])([Cl:16])=[O:17]>>[c:2]1([Cl:12])[cH:3][cH:4][c:5]([C:8](=[O:9])[O:10][CH3:11])[n:6][n:7]1. Starting materials: CC1(NC(C2=C(N1)C=C(S2)C2=NC(=NC=C2)S(=O)(=O)C)=O)C (2,2-dimethyl-6-[2-(methylsulfonyl)pyrimidin-4-yl]-2,3-dihydrothieno[3,2-d]pyrimidin-4(1H)-one), [BH4-].[Na+] (sodium borohydride). The solvent is C(C)O (ethanol), CO (methanol). Conditions: time 15 hour. Yields the product CC1(NC(C2=C(N1)C=C(S2)C2=NC=NC=C2)=O)C (2,2-dimethyl-6-(pyrimidin-4-yl)-2,3-dihydrothieno[3,2-d]pyrimidin-4(1H)-one). Isolated yield 46.1%. As a reaction SMILES: [CH3:1][C:2]1([CH3:22])[NH:7][C:6]2[CH:8]=[C:9]([C:11]3[CH:16]=[CH:15][N:14]=[C:13](S(C)(=O)=O)[N:12]=3)[S:10][C:5]=2[C:4](=[O:21])[NH:3]1.[BH4-].[Na+]>C(O)C.CO>[CH3:1][C:2]1([CH3:22])[NH:7][C:6]2[CH:8]=[C:9]([C:11]3[CH:16]=[CH:15][N:14]=[CH:13][N:12]=3)[S:10][C:5]=2[C:4](=[O:21])[NH:3]1 |f:1.2|. Procedure: To a solution of 2,2-dimethyl-6-[2-(methylsulfonyl)pyrimidin-4-yl]-2,3-dihydrothieno[3,2-d]pyrimidin-4(1H)-one (0.034 g, 0.10 mmol) in ethanol (2 mL) and methanol (15 mL) was added sodium borohydride (0.092 g, 2.4 mmol) in four portions over 20 min, and the reaction was stirred at room temperature for 15 h. Then, the reaction mixture was concentrated, the residue was dissolved in water (15 mL), and the solution was extracted with 75:25 ethyl acetate/tetrahydrofuran (2×40 mL). The combined organi... The reactants are COC1=NS(N=C1OC)(=O)=O (3,4-dimethoxy-1,2,5-thiadiazole 1,1-dioxide), CC=1C(=NON1)CSCCN (2-[(4-methyl-1,2,5-oxadiazol-3-yl)methylthio]ethylamine), CN(C)CC1=CC=C(O1)CSCCN (2-[(5-dimethylaminomethyl-2-furyl)methylthio]ethylamine). Yields the product CN(C)CC1=CC=C(O1)CSCCNC1=NS(N=C1NCCSCC1=NON=C1C)(=O)=O (3-{2-[(5-Dimethylaminomethyl-2-furyl)methylthio]ethylamino}-4-{2-[(4-methyl-1,2,5-oxadiazol-3-yl)methylthio]ethylamino}-1,2,5-thiadiazole 1,1-dioxide). As a reaction SMILES: CO[C:3]1[C:7](OC)=[N:6][S:5](=[O:11])(=[O:10])[N:4]=1.[CH3:12][C:13]1[C:14]([CH2:18][S:19][CH2:20][CH2:21][NH2:22])=[N:15][O:16][N:17]=1.[CH3:23][N:24]([CH2:26][C:27]1[O:31][C:30]([CH2:32][S:33][CH2:34][CH2:35][NH2:36])=[CH:29][CH:28]=1)[CH3:25]>>[CH3:25][N:24]([CH2:26][C:27]1[O:31][C:30]([CH2:32][S:33][CH2:34][CH2:35][NH:36][C:7]2[C:3]([NH:22][CH2:21][CH2:20][S:19][CH2:18][C:14]3[C:13]([CH3:12])=[N:17][O:16][N:15]=3)=[N:4][S:5](=[O:10])(=[O:11])[N:6]=2)=[CH:29][CH:28]=1)[CH3:23]. Procedure details: When a methanolic solution of 3,4-dimethoxy-1,2,5-thiadiazole 1,1-dioxide is treated with 2-[(4-methyl-1,2,5-oxadiazol-3-yl)methylthio]ethylamine [prepared in Example 58, Step B] and 2-[(5-dimethylaminomethyl-2-furyl)methylthio]ethylamine, the title compound is thereby produced. Starting materials: O1C(CCC2=C1C=CC=C2)C(=O)O (3,4-dihydro-2H-1-benzopyran-2-carboxylic acid), [N+](=O)(O)[O-] (nitric acid). Conditions: time 10 minute. Product: 17, [N+](=O)([O-])C=1C=CC2=C(CCC(O2)C(=O)O)C1 (3,4-dihydro-6-nitro-2H-1-benzopyran-2-carboxylic acid). Yield: 45.0%. Reaction SMILES: [O:1]1[C:6]2[CH:7]=[CH:8][CH:9]=[CH:10][C:5]=2[CH2:4][CH2:3][CH:2]1[C:11]([OH:13])=[O:12].[N+:14]([O-])([OH:16])=[O:15]>>[N+:14]([C:9]1[CH:8]=[CH:7][C:6]2[O:1][CH:2]([C:11]([OH:13])=[O:12])[CH2:3][CH2:4][C:5]=2[CH:10]=1)([O-:16])=[O:15]. Reported procedure: 30 Parts of 3,4-dihydro-2H-1-benzopyran-2-carboxylic acid were added slowly, during a 30 minutes-period, to 79 parts of a solution of nitric acid 60% while cooling on an ice bath. The whole was stirred for 10 minutes at room temperature. The reaction mixture was poured onto ice water. The product was extracted with trichloromethane. The extract was dried, filtered and evaporated. The residue was purified by column chromatography over silica gel using a mixture of trichloromethane and methanol (9... Reactants: COC(NS(=O)(=O)C1=CC=CC=C1)=O (benzenesulfonyl carbamic acid methyl ester), C1(=CC=CC=C1)S(=O)(=O)N (benzenesulfonamide), methyl ester, C1(CCCCC1)N (cyclohexyl amine). The solvent is O1CCOCC1 (dioxane). The product is 1-ethyl-1,2-dihydro-2-oxo-nicotinamido, C1(CCCCC1)NC(N)=O (N'-cyclohexyl urea). Reaction SMILES: C[O:2][C:3](=O)[NH:4]S(C1C=CC=CC=1)(=O)=O.C1(S(N)(=O)=O)C=CC=CC=1.[CH:25]1([NH2:31])[CH2:30][CH2:29][CH2:28][CH2:27][CH2:26]1>O1CCOCC1>[CH:25]1([NH:31][C:3](=[O:2])[NH2:4])[CH2:30][CH2:29][CH2:28][CH2:27][CH2:26]1. Reported procedure: 2.0 g of 4-(β<1-ethyl-1,2-dihydro-2-oxo-nicotinamido>-ethyl)-benzenesulfonyl carbamic acid methyl ester (melting point 160 - 161° C, prepared from 4-(β-<1-ethyl-1,2-dihydro-2-oxo-nicotinamido]-ethyl)-benzenesulfonamide and chlorofomic acid methyl ester) in 30 ml of dioxane were gently boiled for 2 hours together with 0.5 g of cyclohexyl amine in a vessel with descending condenser. The solvent was then concentrated under reduced pressure, the residue was dissolved in dilute ammonia and precipitat... The product is Nc1cc(Cl)cnc1Br. Reaction SMILES: [Br:1][c:2]1[n:3][cH:4][c:5]([Cl:11])[cH:6][c:7]1[N+:8]([O-:9])=[O:10].[ClH:17].[OH2:12].[OH2:13].[Sn:14]([Cl:15])[Cl:16]>>[Br:1][c:2]1[n:3][cH:4][c:5]([Cl:11])[cH:6][c:7]1[NH2:8]. The reactants are O=[N+]([O-])c1cc(Cl)cnc1Br, Cl, O, O, Cl[Sn]Cl. Starting materials: BrC1=CC=C(C=C1)S (4-Bromothiophenol), BrC(C(=O)OC(C)(C)C)(C)C (tert-butyl 2-bromoisobutyrate), [OH-].[K+] (KOH). The solvent is C(C)O (ethanol). The product is BrC1=CC=C(C=C1)SC(C(=O)OC(C)(C)C)(C)C (1,1-Dimethylethyl 2-[(4-bromophenyl)thio]-2-methyl-propanoate). Reaction SMILES: [Br:1][C:2]1[CH:7]=[CH:6][C:5]([SH:8])=[CH:4][CH:3]=1.Br[C:10]([CH3:19])([CH3:18])[C:11]([O:13][C:14]([CH3:17])([CH3:16])[CH3:15])=[O:12].[OH-].[K+]>C(O)C>[Br:1][C:2]1[CH:7]=[CH:6][C:5]([S:8][C:10]([CH3:19])([CH3:18])[C:11]([O:13][C:14]([CH3:17])([CH3:16])[CH3:15])=[O:12])=[CH:4][CH:3]=1 |f:2.3|. Procedure: 4-Bromothiophenol (100 g) and tert-butyl 2-bromoisobutyrate (118 g) are dissolved in 1 l of ethanol and treated with 29 g of KOH. The mixture is stirred under reflux for 2 h and cooled, and the KBr is filtered off. The filtrate is concentrated and the residue is recrystallized from n-hexane. This gives 93.6 g of a colourless solid. Starting materials: CCOC(=O)CCCBr, COC(=O)c1ccc2c(c1NC(=O)OC(C)C)CCC2, CN(C)C=O, CCOC(C)=O, [H-], [Na+]. Yields the product CCOC(=O)CCCN(C(=O)OC(C)C)c1c(C(=O)OC)ccc2c1CCC2. Reaction SMILES: [Br:23][CH2:24][CH2:25][CH2:26][C:27](=[O:28])[O:29][CH2:30][CH3:31].[CH3:1][O:2][C:3](=[O:4])[c:5]1[c:6]([NH:14][C:15](=[O:16])[O:17][CH:18]([CH3:19])[CH3:20])[c:7]2[c:11]([cH:12][cH:13]1)[CH2:10][CH2:9][CH2:8]2.[CH3:32][N:33]([CH3:34])[CH:35]=[O:36].[CH3:37][CH2:38][O:39][C:40](=[O:41])[CH3:42].[H-:21].[Na+:22]>>[CH3:1][O:2][C:3](=[O:4])[c:5]1[c:6]([N:14]([C:15](=[O:16])[O:17][CH:18]([CH3:19])[CH3:20])[CH2:24][CH2:25][CH2:26][C:27](=[O:28])[O:29][CH2:30][CH3:31])[c:7]2[c:11]([cH:12][cH:13]1)[CH2:10][CH2:9][CH2:8]2.